From a dataset of the Open Reaction Database (ORD), a public repository of structured organic reaction records. describe an organic reaction: reactants, conditions, products, and yield The reactants are [Na+], O=C1Cc2cccc(Nc3ccccc3)c2N1, C1COCCO1, [OH-], O. Product: [Na+], Nc1c(CC(=O)[O-])cccc1Nc1ccccc1. RXN SMILES: [Na+:19].[O:1]=[C:2]1[NH:3][c:4]2[c:5]([NH:11][c:12]3[cH:13][cH:14][cH:15][cH:16][cH:17]3)[cH:6][cH:7][cH:8][c:9]2[CH2:10]1.[O:20]1[CH2:21][CH2:22][O:23][CH2:24][CH2:25]1.[OH-:18].[OH2:26]>>[Na+:19].[O:1]=[C:2]([CH2:10][c:9]1[c:4]([NH2:3])[c:5]([NH:11][c:12]2[cH:13][cH:14][cH:15][cH:16][cH:17]2)[cH:6][cH:7][cH:8]1)[O-:20]. Reactants: O=[N+]([O-])c1cc2[nH]ccc2cc1Br, CCO. The product is Nc1cc2[nH]ccc2cc1Br. Reaction SMILES: [Br:1][c:2]1[cH:3][c:4]2[cH:5][cH:6][nH:7][c:8]2[cH:9][c:10]1[N+:11]([O-:12])=[O:13].[CH3:14][CH2:15][OH:16]>>[Br:1][c:2]1[cH:3][c:4]2[cH:5][cH:6][nH:7][c:8]2[cH:9][c:10]1[NH2:11]. The reactants are [H-].[Na+] (sodium hydride), C(CCCCCCCCCCCCC)C1=CC=C(OCC(COC(C2=CC=CC=C2)(C2=CC=CC=C2)C2=CC=CC=C2)O)C=C1 (1-(4-tetradecylphenoxy)-3-(triphenylmethoxy)-2-propanol), IC (iodomethane). Run in CN(C=O)C (dimethylformamide), CN(C=O)C (dimethylformamide). Run at time 2 hour. The product is COC(COC1=CC=C(C=C1)CCCCCCCCCCCCCC)COC(C1=CC=CC=C1)(C1=CC=CC=C1)C1=CC=CC=C1 (1-[2-Methoxy-3-(triphenylmethoxy)propoxy]-4-tetradecylbenzene). The yield is 98.1%. RXN SMILES: [CH2:1]([C:15]1[CH:45]=[CH:44][C:18]([O:19][CH2:20][CH:21]([OH:43])[CH2:22][O:23][C:24]([C:37]2[CH:42]=[CH:41][CH:40]=[CH:39][CH:38]=2)([C:31]2[CH:36]=[CH:35][CH:34]=[CH:33][CH:32]=2)[C:25]2[CH:30]=[CH:29][CH:28]=[CH:27][CH:26]=2)=[CH:17][CH:16]=1)[CH2:2][CH2:3][CH2:4][CH2:5][CH2:6][CH2:7][CH2:8][CH2:9][CH2:10][CH2:11][CH2:12][CH2:13][CH3:14].[H-].[Na+].I[CH3:49]>CN(C)C=O>[CH3:49][O:43][CH:21]([CH2:22][O:23][C:24]([C:37]1[CH:42]=[CH:41][CH:40]=[CH:39][CH:38]=1)([C:31]1[CH:32]=[CH:33][CH:34]=[CH:35][CH:36]=1)[C:25]1[CH:26]=[CH:27][CH:28]=[CH:29][CH:30]=1)[CH2:20][O:19][C:18]1[CH:17]=[CH:16][C:15]([CH2:1][CH2:2][CH2:3][CH2:4][CH2:5][CH2:6][CH2:7][CH2:8][CH2:9][CH2:10][CH2:11][CH2:12][CH2:13][CH3:14])=[CH:45][CH:44]=1 |f:1.2|. Procedure: To a solution of about 558 mg of 1-(4-tetradecylphenoxy)-3-(triphenylmethoxy)-2-propanol in about 5 ml of dry dimethylformamide was added a prewashed suspension of about 66 mg of sodium hydride in about 2 ml of dimethylformamide followed by about 157 mg of iodomethane. The mixture was stirred under argon for about 2 hours, quenched slowly with water and extracted twice with ether:hexane (about 1:1). The extracts were combined, dried, and the solvents evaporated, giving about 560 mg of the desire... Reactants: Oc1ccc(C(=C2CCCCCC2)c2ccc(Br)cc2)cc1F, C=CC(=O)OCC, CCOC(C)=O, CN(C)C=O, O, Cl[Pd]Cl, c1ccc(P(c2ccccc2)c2ccccc2)cc1, c1ccc(P(c2ccccc2)c2ccccc2)cc1. Yields the product CCOC(=O)C=Cc1ccc(C(=C2CCCCCC2)c2ccc(O)c(F)c2)cc1. RXN SMILES: [Br:1][c:2]1[cH:3][cH:4][c:5]([C:8]([c:9]2[cH:10][c:11]([F:16])[c:12]([OH:15])[cH:13][cH:14]2)=[C:17]2[CH2:18][CH2:19][CH2:20][CH2:21][CH2:22][CH2:23]2)[cH:6][cH:7]1.[C:24]([CH:25]=[CH2:26])(=[O:27])[O:28][CH2:29][CH3:30].[CH3:78][CH2:79][O:80][C:81]([CH3:82])=[O:83].[O:31]=[CH:32][N:33]([CH3:34])[CH3:35].[OH2:36].[Pd:37]([Cl:38])[Cl:39].[c:40]1([P:41]([c:42]2[cH:43][cH:44][cH:45][cH:46][cH:47]2)[c:48]2[cH:49][cH:50][cH:51][cH:52][cH:53]2)[cH:54][cH:55][cH:56][cH:57][cH:58]1.[c:59]1([P:60]([c:61]2[cH:62][cH:63][cH:64][cH:65][cH:66]2)[c:67]2[cH:68][cH:69][cH:70][cH:71][cH:72]2)[cH:73][cH:74][cH:75][cH:76][cH:77]1>>[c:2]1([CH:26]=[CH:25][C:24](=[O:27])[O:28][CH2:29][CH3:30])[cH:3][cH:4][c:5]([C:8]([c:9]2[cH:10][c:11]([F:16])[c:12]([OH:15])[cH:13][cH:14]2)=[C:17]2[CH2:18][CH2:19][CH2:20][CH2:21][CH2:22][CH2:23]2)[cH:6][cH:7]1.